Dataset: the Open Reaction Database (ORD), a public repository of structured organic reaction records. Task: describe an organic reaction: reactants, conditions, products, and yield Starting materials: F[B-](F)(F)F, CC(C)(C)c1ccc(CNCCc2ccc(F)c(C(F)(F)F)c2)cc1, CCN(C(C)C)C(C)C, O=C(O)c1c(F)c(F)cc2cc[nH]c12, CN(C)C=O, O, CN(C)C(On1nnc2ccccc21)=[N+](C)C. Product: CC(C)(C)c1ccc(CN(CCc2ccc(F)c(C(F)(F)F)c2)C(=O)c2c(F)c(F)cc3cc[nH]c23)cc1. As a reaction SMILES: [B-:15]([F:16])([F:17])([F:18])[F:19].[C:46]([CH3:47])([CH3:48])([CH3:49])[c:50]1[cH:51][cH:52][c:53]([CH2:54][NH:55][CH2:56][CH2:57][c:58]2[cH:59][c:60]([C:65]([F:66])([F:67])[F:68])[c:61]([F:64])[cH:62][cH:63]2)[cH:69][cH:70]1.[CH:37]([N:38]([CH2:39][CH3:40])[CH:41]([CH3:42])[CH3:43])([CH3:44])[CH3:45].[F:1][c:2]1[cH:3][c:4]2[cH:5][cH:6][nH:7][c:8]2[c:9]([C:12](=[O:13])[OH:14])[c:10]1[F:11].[O:71]=[CH:72][N:73]([CH3:74])[CH3:75].[OH2:76].[n:20]1([O:21][C:22]([N:23]([CH3:24])[CH3:25])=[N+:26]([CH3:27])[CH3:28])[c:29]2[cH:30][cH:31][cH:32][cH:33][c:34]2[n:35][n:36]1>>[F:1][c:2]1[cH:3][c:4]2[cH:5][cH:6][nH:7][c:8]2[c:9]([C:12](=[O:14])[N:55]([CH2:54][c:53]2[cH:52][cH:51][c:50]([C:46]([CH3:47])([CH3:48])[CH3:49])[cH:70][cH:69]2)[CH2:56][CH2:57][c:58]2[cH:59][c:60]([C:65]([F:66])([F:67])[F:68])[c:61]([F:64])[cH:62][cH:63]2)[c:10]1[F:11]. Reactants: ClC(C(=O)NS(=O)(=O)C)(C1=CC=CC=C1)C1=NC(=CC(=N1)OC)OC (2-Chloro-2-(4,6-dimethoxypyrimidin-2-yl)-N-methanesulfonyl-2-phenylacetamide), C([O-])(O)=O.[K+] (potassium bicarbonate). Run in O (water). Conditions: time 3 day. Yields the product COC1=NC(=NC(=C1)OC)C(C(=O)NS(=O)(=O)C)(C1=CC=CC=C1)O (2-(4,6-Dimethoxypyrimidin-2-yl)-2-hydroxy N-methanesulfonyl-2-phenylacetamide). Yield: 94.5%. RXN SMILES: Cl[C:2]([C:16]1[N:21]=[C:20]([O:22][CH3:23])[CH:19]=[C:18]([O:24][CH3:25])[N:17]=1)([C:10]1[CH:15]=[CH:14][CH:13]=[CH:12][CH:11]=1)[C:3]([NH:5][S:6]([CH3:9])(=[O:8])=[O:7])=[O:4].C(=O)(O)[O-:27].[K+]>O>[CH3:25][O:24][C:18]1[CH:19]=[C:20]([O:22][CH3:23])[N:21]=[C:16]([C:2]([OH:27])([C:10]2[CH:15]=[CH:14][CH:13]=[CH:12][CH:11]=2)[C:3]([NH:5][S:6]([CH3:9])(=[O:8])=[O:7])=[O:4])[N:17]=1 |f:1.2|. Reported procedure: 2-Chloro-2-(4,6-dimethoxypyrimidin-2-yl)-N-methanesulfonyl-2-phenylacetamide (0.5 g) was stirred at room temperature with potassium bicarbonate (0.2 g) in water (10 ml) for 2 hours, by which time all was in solution. After standing for 3 days, the solution was washed with ether (twice) and acidified with hydrochloric acid. Ether extraction (3 times), washing with water (twice), drying over magnesium sulfate and evaporation under vacuum gave 0.45 g of the desired product as a yellow glass. This g... Reactants: C1(CC1)N(S(=O)(=O)N1C=NC=C1)C (imidazole-1-sulfonic acid cyclopropyl-methyl-amide), O(S(=O)(=O)C(F)(F)F)C (methyl triflate). The product is FC(S(=O)(=O)[O-])(F)F.C1(CC1)N(S(=O)(=O)N1C=[N+](C=C1)C)C (3-(Cyclopropyl-methyl-sulfamoyl)-1-methyl-3-H-imidazol-1-ium trifluoromethane-sulfonate). Reaction SMILES: [CH:1]1([N:4]([CH3:13])[S:5]([N:8]2[CH:12]=[CH:11][N:10]=[CH:9]2)(=[O:7])=[O:6])[CH2:3][CH2:2]1.[O:14](C)[S:15]([C:18]([F:21])([F:20])[F:19])(=[O:17])=[O:16]>>[F:19][C:18]([F:21])([F:20])[S:15]([O-:17])(=[O:16])=[O:14].[CH:1]1([N:4]([CH3:13])[S:5]([N:8]2[CH:12]=[CH:11][N+:10]([CH3:18])=[CH:9]2)(=[O:6])=[O:7])[CH2:3][CH2:2]1 |f:2.3|. Procedure details: 3-(Cyclopropyl-methyl-sulfamoyl)-1-methyl-3-H-imidazol-1-ium trifluoromethane-sulfonate was prepared in accordance with step B of the general method described in example 76 from imidazole-1-sulfonic acid cyclopropyl-methyl-amide and methyl triflate; MS: m/e=216.4 (M+). Reactants: CI (methyl iodide), C([O-])([O-])=O.[K+].[K+] (potassium carbonate), [N+](=O)([O-])C1=C(C(=O)O)C=C(C=C1)OC1=C(C=C(C=C1)C(C(F)(F)F)(F)F)Cl (2-nitro-5-(2-chloro-4-pentafluoroethylphenoxy)benzoic acid). Solvent: CN(C=O)C (dimethylforamide). Run at time 1 hour. Product: [N+](=O)([O-])C1=C(C(=O)OC)C=C(C=C1)OC1=C(C=C(C=C1)C(C(F)(F)F)(F)F)Cl (Methyl 2-nitro-5-(2-chloro-4-pentafluoroethylphenoxy)benzoate). RXN SMILES: CI.[C:3](=O)([O-])[O-].[K+].[K+].[N+:9]([C:12]1[CH:20]=[CH:19][C:18]([O:21][C:22]2[CH:27]=[CH:26][C:25]([C:28]([F:34])([F:33])[C:29]([F:32])([F:31])[F:30])=[CH:24][C:23]=2[Cl:35])=[CH:17][C:13]=1[C:14]([OH:16])=[O:15])([O-:11])=[O:10]>CN(C)C=O>[N+:9]([C:12]1[CH:20]=[CH:19][C:18]([O:21][C:22]2[CH:27]=[CH:26][C:25]([C:28]([F:33])([F:34])[C:29]([F:30])([F:31])[F:32])=[CH:24][C:23]=2[Cl:35])=[CH:17][C:13]=1[C:14]([O:16][CH3:3])=[O:15])([O-:11])=[O:10] |f:1.2.3|. Procedure details: 390 mg (2.76 mmol) of methyl iodide and 320 mg (2.3 mmol) of powdered potassium carbonate were added to 940 mg (2.3 mmol) of 2-nitro-5-(2-chloro-4-pentafluoroethylphenoxy)benzoic acid in 30 ml of dimethylforamide (freshly eluted through neutral alumina). After 1 hour, the mixture was poured into 300 ml of water, extracted with ether, the ether layer was washed with saturated sodium chloride solution, then dried and evaporated to 820 mg of light yellow oil (84%) diphenyl ether methyl benzoate hav... The reactants are C(C(C)(C)C)(=O)OC1=CC=C(CO)C=C1 (p-pivalyloxybenzyl alcohol), [Na+].C(C)(=O)OCC1=C(N2C(C(C2SC1)N)=O)C(=O)[O-] (3-[(acetyloxy)methyl]-7-amino-8-oxo-5-thia-1-azabicyclo[4.2.0]oct-2-ene-2-carboxylic acid sodium salt), C1(CCCCC1)N=C=NC1CCCCC1 (dicyclohexylcarbodiimide). The solvent is CN(C=O)C (dimethyl formamide), CN(C=O)C (DMF). Yields the product C(C(C)(C)C)(=O)OC1=CC=C(COC(=O)C=2N3C(C(C3SCC2COC(C)=O)N)=O)C=C1 (3-[(acetyloxy)methyl]-7-amino-8-oxo-5-thia-1-azabicyclo[4.2.0]oct-2-ene-2-carboxylic acid p-pivalyloxybenzyl ester). As a reaction SMILES: [Na+].[C:2]([O:5][CH2:6][C:7]1[CH2:14][S:13][CH:12]2[N:9]([C:10](=[O:16])[CH:11]2[NH2:15])[C:8]=1[C:17]([O-:19])=[O:18])(=[O:4])[CH3:3].[C:20]([O:26][C:27]1[CH:34]=[CH:33][C:30]([CH2:31]O)=[CH:29][CH:28]=1)(=[O:25])[C:21]([CH3:24])([CH3:23])[CH3:22].C1(N=C=NC2CCCCC2)CCCCC1>CN(C)C=O>[C:20]([O:26][C:27]1[CH:34]=[CH:33][C:30]([CH2:31][O:18][C:17]([C:8]2[N:9]3[CH:12]([S:13][CH2:14][C:7]=2[CH2:6][O:5][C:2](=[O:4])[CH3:3])[CH:11]([NH2:15])[C:10]3=[O:16])=[O:19])=[CH:29][CH:28]=1)(=[O:25])[C:21]([CH3:24])([CH3:23])[CH3:22] |f:0.1|. Procedure: To a suspension of 6.6 mM of 3-[(acetyloxy)methyl]-7-amino-8-oxo-5-thia-1-azabicyclo[4.2.0]oct-2-ene-2-carboxylic acid sodium salt in 35 ml of dimethyl formamide (DMF) is added 2 equivalents of p-pivalyloxybenzyl alcohol followed by cooling to 0° C after which 7.2 mM of dicyclohexylcarbodiimide in 7.5 ml of DMF is added dropwise with stirring. The mixture is stirred at 0° C for one hour and an additional four hours at room temperature. The formed dicyclohexylurea is removed by filtration. The fi... The reactants are Cl.NC1=C(C=CC=C1O)O (2-amino-benzene-1,3-diol hydrochloride), C(C)(OC)(OC)OC (trimethyl orthoacetate). The reagents and catalysts are S(O)(O)(=O)=O (sulfuric acid). Conditions: time 8 hour. Product: O1C=NC=2C1=CC=CC2O (benzooxazol-4-ol). The yield is 51.0%. Reaction SMILES: Cl.[NH2:2][C:3]1[C:8]([OH:9])=[CH:7][CH:6]=[CH:5][C:4]=1[OH:10].[C:11](OC)(OC)(OC)C>S(=O)(=O)(O)O>[O:9]1[C:8]2=[CH:7][CH:6]=[CH:5][C:4]([OH:10])=[C:3]2[N:2]=[CH:11]1 |f:0.1|. Procedure: A mixture of 2-amino-benzene-1,3-diol hydrochloride (2.00 g, 12.4 mmol) and trimethyl orthoacetate (15 mL) was treated with concentrated sulfuric acid (5 drops) and the resulting mixture heated at reflux for 3 h, cooled and allowed to stand at room temperature overnight. The resulting mixture was concentrated in vacuo and the residue treated with ethyl acetate (200 mL), washed with water (200 mL) and brine (100 mL). The combined aqueous phases were extracted with ethyl acetate (200 mL) and the c... The reactants are COC=1C(C=CC(=CC1)C)=O (2-methoxy-5-methyl-2,4,6-cycloheptatrien-1-one), NC(=S)N (thiourea), C[O-].[Na+].CO (sodium methoxide methanol), CO (methanol). The solvent is C(C)(=O)O (acetic acid). Conditions: time 30 minute. Yields the product SC=1N=C2C(N1)=CC=C(C=C2)C (2-Mercapto-6-methylcycloheptimidazole). Reaction SMILES: CO[C:3]1[C:4](=O)[CH:5]=[CH:6][C:7]([CH3:10])=[CH:8][CH:9]=1.[NH2:12][C:13]([NH2:15])=[S:14].C[O-].[Na+].CO.CO>C(O)(=O)C>[SH:14][C:13]1[N:12]=[C:4]2[CH:5]=[CH:6][C:7]([CH3:10])=[CH:8][CH:9]=[C:3]2[N:15]=1 |f:2.3.4|. Procedure details: 165 g of 2-methoxy-5-methyl-2,4,6-cycloheptatrien-1-one and 84 g of thiourea were added to 255 g of 28% sodium methoxide/methanol solution and everything was stirred for 30 minutes at room temperature. Next, 60 ml of methanol was added, and then acetic acid was added until the pH value of the resulting solution became 5 or so. The crystals thus precipitated were separated by filtration, fully washed with methanol and then dried. Starting materials: P12(=S)SP3(=S)SP(=S)(S1)SP(=S)(S2)S3 (phosphorus pentasulfide), C(C1=CC=CC=C1)(=O)N[C@@H](C(C)C)C(=O)OC (N-benzoyl-L-valine, methyl ester), yellow oil. Run in CCCCCC.C(C)(=O)OCC (hexane ethyl acetate), C1=CC=CC=C1 (benzene). Run at temperature 20 celsius. Product: C(C1=CC=CC=C1)(=S)N[C@@H](C(C)C)C(=O)OC (N-Thiobenzoyl-L-valine, methyl ester). RXN SMILES: [C:1]([NH:9][C@H:10]([C:14]([O:16][CH3:17])=[O:15])[CH:11]([CH3:13])[CH3:12])(=O)[C:2]1[CH:7]=[CH:6][CH:5]=[CH:4][CH:3]=1.P12(SP3(SP(SP(S3)(S1)=S)(=S)S2)=S)=[S:19]>C1C=CC=CC=1.CCCCCC.C(OCC)(=O)C>[C:1]([NH:9][C@H:10]([C:14]([O:16][CH3:17])=[O:15])[CH:11]([CH3:13])[CH3:12])(=[S:19])[C:2]1[CH:7]=[CH:6][CH:5]=[CH:4][CH:3]=1 |f:3.4|. Procedure: To 3.0 g. N-benzoyl-L-valine, methyl ester dissolved in 50 ml benzene was added 0.56 g. phosphorus pentasulfide in one portion at 20° C. The mixture was refluxed for about 4 hours, cooled to about 20° C. and filtered. The resulting oil which was collected was washed with methylene chloride and filtered. The combined filtrates were concentrated under vacuum to yield a yellow oil. Column chromatography with silica gel and a hexane-ethyl acetate solvent system gave 1.89 g. (59%) of a yellow oil. The reactants are C(C)[C@@H](C1=CC=CC=C1)NC(=O)C1=C(C(=NC2=CC=CC=C12)C1=CC=CC=C1)N ((S)-N-(α-ethylbenzyl)-3-amino-2-phenylquinoline-4-carboxamide), C(C)(=O)OC(C)=O (acetic anhydride). Reaction conditions: time 3 hour. Yields the product C(C)[C@@H](C1=CC=CC=C1)NC(=O)C1=C(C(=NC2=CC=CC=C12)C1=CC=CC=C1)NC(C)=O ((S)-N-(α-Ethylbenzyl)-3-acetylamino-2-phenylquinoline-4-carboxamide). Reaction SMILES: [CH2:1]([C@H:3]([NH:10][C:11]([C:13]1[C:22]2[C:17](=[CH:18][CH:19]=[CH:20][CH:21]=2)[N:16]=[C:15]([C:23]2[CH:28]=[CH:27][CH:26]=[CH:25][CH:24]=2)[C:14]=1[NH2:29])=[O:12])[C:4]1[CH:9]=[CH:8][CH:7]=[CH:6][CH:5]=1)[CH3:2].[C:30](OC(=O)C)(=[O:32])[CH3:31]>>[CH2:1]([C@H:3]([NH:10][C:11]([C:13]1[C:22]2[C:17](=[CH:18][CH:19]=[CH:20][CH:21]=2)[N:16]=[C:15]([C:23]2[CH:24]=[CH:25][CH:26]=[CH:27][CH:28]=2)[C:14]=1[NH:29][C:30](=[O:32])[CH3:31])=[O:12])[C:4]1[CH:5]=[CH:6][CH:7]=[CH:8][CH:9]=1)[CH3:2]. Procedure details: 0.40 g (1.05 mmol) of (S)-N-(α-ethylbenzyl)-3-amino-2-phenylquinoline-4-carboxamide (compound of Ex. 69) were heated in 25 ml of acetic anhydride at 70° C. for 1 hour and then at 100° C. for additional 3 hours.